From a dataset of the Open Reaction Database (ORD), a public repository of structured organic reaction records. describe an organic reaction: reactants, conditions, products, and yield Reactants: N[C@@H](C(=O)O)COC(F)F ((2R)-2-Amino-3-(difluoromethoxy)propanoic acid), C([O-])(O)=O.[Na+] (sodium bicarbonate), C(C)(=O)OC(C)=O (acetic anhydride), Cl (HCl). Solvent: O (water), O1CCOCC1 (dioxane). Product: C(C)(=O)N[C@@H](C(=O)O)COC(F)F ((2R)-2-(Acetylamino)-3-(difluoromethoxy)propanoic acid). The yield is 67.0%. RXN SMILES: [NH2:1][C@H:2]([CH2:6][O:7][CH:8]([F:10])[F:9])[C:3]([OH:5])=[O:4].C(=O)(O)[O-].[Na+].[C:16](OC(=O)C)(=[O:18])[CH3:17].Cl>O.O1CCOCC1>[C:16]([NH:1][C@H:2]([CH2:6][O:7][CH:8]([F:10])[F:9])[C:3]([OH:5])=[O:4])(=[O:18])[CH3:17] |f:1.2|. Procedure details: (2R)-2-Amino-3-(difluoromethoxy)propanoic acid (680 mg, 4.39 mmol) was mixed with sodium bicarbonate (738 mg. 8.78 mmol) and acetic anhydride (491 mg, 4.82 mmol) in water (10 mL) and dioxane (10 mL) at 0° C. to room temperature overnight. The reaction mixture was acidified with 1N HCl to pH2, concentrated and extracted with ethyl acetate, and concentrated again to give (2R)-2-(Acetylamino)-3-(difluoromethoxy)propanoic acid (580 mg, 82.3%) as a colorless sticky oil. 1H NMR (300 MHz, CDCl3): δ(ppm... Reactants: ClCC1CO1 (1-chloro-2,3-epoxypropane), ClCC1CO1 (1-chloro-2,3-epoxypropane), [OH-].[NH4+] (ammonium hydroxide), FC1=C(C(=O)C2=C(C(=O)OC)C=CC(=C2)Cl)C=CC=C1 (2-(2-Fluorobenzoyl)-4-chlorobenzoic acid, methyl ester), stannic chloride. Solvent: C1(=CC=CC=C1)C (toluene), C1(=CC=CC=C1)C (toluene). Conditions: time 30 minute. Yields the product COC(C1=C(C=C(C=C1)Cl)C1(OCC(O1)CCl)C1=C(C=CC=C1)F)=O (4-Chloro-2-[4-(chloromethyl)-2-(2-fluorophenyl)-1,3-dioxolan-2-yl]benzoic acid methyl ester). As a reaction SMILES: [F:1][C:2]1[CH:20]=[CH:19][CH:18]=[CH:17][C:3]=1[C:4]([C:6]1[CH:15]=[C:14]([Cl:16])[CH:13]=[CH:12][C:7]=1[C:8]([O:10][CH3:11])=[O:9])=[O:5].[Cl:21][CH2:22][CH:23]1[O:25][CH2:24]1.[OH-].[NH4+]>C1(C)C=CC=CC=1>[CH3:11][O:10][C:8](=[O:9])[C:7]1[CH:12]=[CH:13][C:14]([Cl:16])=[CH:15][C:6]=1[C:4]1([C:3]2[CH:17]=[CH:18][CH:19]=[CH:20][C:2]=2[F:1])[O:25][CH:23]([CH2:22][Cl:21])[CH2:24][O:5]1 |f:2.3|. Procedure: To a solution of 47 g (0.16 mol) of the end product of Example 6 in 350 ml of dry toluene was added 21.4 ml (0.18 mol) of stannic chloride, and after 5 hrs a solution of 24 ml (0.308 mol) of 1-chloro-2,3-epoxypropane in 25 ml of toluene was added with stirring over a 30 min period. After 18 hrs an additional 12 ml (0.154 mol) of 1-chloro-2,3-epoxypropane was added over a 15 min period. After 4 hrs the reaction was cooled in an ice bath and made basic with concentrated ammonium hydroxide. The rea...